From a dataset of the Open Reaction Database (ORD), a public repository of structured organic reaction records. describe an organic reaction: reactants, conditions, products, and yield The reactants are CNC, [Cl-], ClCCl, CN(C)C=O, CC(C)CN(C)c1cc2c(cc1C(F)(F)F)NC(=O)CC(c1cccc(-n3nncc3CO)c1)=N2, O=S(Cl)Cl. Product: CC(C)CN(C)c1cc2c(cc1C(F)(F)F)NC(=O)CC(c1cccc(-n3nncc3CN(C)C)c1)=N2. RXN SMILES: [CH3:41][NH:42][CH3:43].[Cl-:40].[Cl:44][CH2:45][Cl:46].[O:47]=[CH:48][N:49]([CH3:50])[CH3:51].[OH:1][CH2:2][c:3]1[cH:4][n:5][n:6][n:7]1-[c:8]1[cH:9][c:10]([C:14]2=[N:15][c:16]3[c:17]([cH:22][c:23]([C:32]([F:33])([F:34])[F:35])[c:24]([N:26]([CH3:27])[CH2:28][CH:29]([CH3:30])[CH3:31])[cH:25]3)[NH:18][C:19](=[O:21])[CH2:20]2)[cH:11][cH:12][cH:13]1.[S:36]([Cl:37])([Cl:38])=[O:39]>>[CH2:2]([c:3]1[cH:4][n:5][n:6][n:7]1-[c:8]1[cH:9][c:10]([C:14]2=[N:15][c:16]3[c:17]([cH:22][c:23]([C:32]([F:33])([F:34])[F:35])[c:24]([N:26]([CH3:27])[CH2:28][CH:29]([CH3:30])[CH3:31])[cH:25]3)[NH:18][C:19](=[O:21])[CH2:20]2)[cH:11][cH:12][cH:13]1)[N:42]([CH3:41])[CH3:43]. The reactants are [Br-].C1(CCC1)[Zn+] (Cyclobutylzinc(II) bromide), BrC1=C(C(=O)OC)C=CC(=C1)C (methyl 2-bromo-4-methylbenzoate), BrC1=C(C(=O)OC)C=CC(=C1)C (methyl 2-bromo-4-methylbenzoate), PdCl2(dppf)CH2Cl2. Conditions: temperature 65 celsius. Yields the product C1(CCC1)C1=C(C(=O)OC)C=CC(=C1)C (Methyl 2-cyclobutyl-4-methylbenzoate). Yield: 80.8%. As a reaction SMILES: [Br-].[CH:2]1([Zn+])[CH2:5][CH2:4][CH2:3]1.Br[C:8]1[CH:17]=[C:16]([CH3:18])[CH:15]=[CH:14][C:9]=1[C:10]([O:12][CH3:13])=[O:11]>>[CH:2]1([C:8]2[CH:17]=[C:16]([CH3:18])[CH:15]=[CH:14][C:9]=2[C:10]([O:12][CH3:13])=[O:11])[CH2:5][CH2:4][CH2:3]1 |f:0.1|. Procedure: Cyclobutylzinc(II) bromide (50 mL, 0.5 M in THF, 25.0 mmol) was added to a mixture of methyl 2-bromo-4-methylbenzoate (compound 89.1, 5.0 g, 21.8 mmol) and PdCl2(dppf)CH2Cl2 (1.78 g, 2.20 mmol). The mixture was degassed with argon, then heated at 65° C. under argon for 24 hours. The mixture was cooled to 0° C., then carefully quenched with water (10 mL). The mixture was diluted with EtOAc (200 mL) and washed with water then brine. The organic layer was dried (Na2SO4), filtered, and concentrated ... Reactants: C(=O)(O)[O-].[Na+] (NaHCO3), C1(CC1)N1C(C2=CC=C(C=C2C(=C1C#N)C1=CC(=CC=C1)F)O)=O (2-cyclopropyl-4-(3-fluorophenyl)-6-hydroxy-1-oxo-1,2-dihydroisoquinoline-3-carbonitrile), C(=O)([O-])[O-].[K+].[K+] (K2CO3), O(S(=O)(=O)C(F)(F)F)CC(F)(F)F (trifluoroethyl triflate). The solvent is CN(C)C=O (DMF). Conditions: temperature 50 celsius. The product is C1(CC1)N1C(C2=CC=C(C=C2C(=C1C#N)C1=CC(=CC=C1)F)OCC(F)(F)F)=O (2-cyclopropyl-4-(3-fluorophenyl)-1-oxo-6-(2,2,2-trifluoroethoxy)-1,2-dihydroisoquinoline-3-carbonitrile). RXN SMILES: [CH:1]1([N:4]2[C:13]([C:14]#[N:15])=[C:12]([C:16]3[CH:21]=[CH:20][CH:19]=[C:18]([F:22])[CH:17]=3)[C:11]3[C:6](=[CH:7][CH:8]=[C:9]([OH:23])[CH:10]=3)[C:5]2=[O:24])[CH2:3][CH2:2]1.C([O-])([O-])=O.[K+].[K+].O([CH2:39][C:40]([F:43])([F:42])[F:41])S(C(F)(F)F)(=O)=O.C([O-])(O)=O.[Na+]>CN(C=O)C>[CH:1]1([N:4]2[C:13]([C:14]#[N:15])=[C:12]([C:16]3[CH:21]=[CH:20][CH:19]=[C:18]([F:22])[CH:17]=3)[C:11]3[C:6](=[CH:7][CH:8]=[C:9]([O:23][CH2:39][C:40]([F:43])([F:42])[F:41])[CH:10]=3)[C:5]2=[O:24])[CH2:2][CH2:3]1 |f:1.2.3,5.6|. Reported procedure: A mixture of the phenol 62 (64 mg, 0.2 mmol), K2CO3 (83 mg, 0.6 mmol) and trifluoroethyl triflate (70 mg, 0.3 mmol) in DMF (3 mL) was heated at 50° C. for 30 min. The reaction was cooled, poured into saturated aqueous NaHCO3 and extracted with EtOAc. The combined organic extracts were washed once with 1N HCl and brine, dried with Na2SO4, filtered and concentrated in vacuo. Trituration of the residue with EtOAc/Hexane provided desired product 63. Reactants: C(\C=C\C1=CC(OC)=C(O)C=C1)(=O)OC (methyl ferulate), C(=O)([O-])[O-].[K+].[K+] (K2CO3), [I-].[Na+] (Sodium iodide), P(=O)([O-])([O-])O.[Na+].[Na+] (disodium phosphate), CC(=O)C (acetone), methyl chloro acetate. Yields the product COC(C=CC1=CC(=C(C=C1)OCC(=O)OC)OC)=O (3-(3-Methoxy-4-methoxycarbonylmethoxy-phenyl)-acrylic acid methyl ester). Yield: 70.6%. RXN SMILES: [C:1]([O:14][CH3:15])(=[O:13])/[CH:2]=[CH:3]/[C:4]1[CH:12]=[CH:11][C:9]([OH:10])=[C:6]([O:7][CH3:8])[CH:5]=1.[C:16]([O-])([O-])=[O:17].[K+].[K+].[I-].[Na+].P(O)([O-])([O-])=O.[Na+].[Na+].C[C:32]([CH3:34])=[O:33]>>[CH3:15][O:14][C:1](=[O:13])[CH:2]=[CH:3][C:4]1[CH:12]=[CH:11][C:9]([O:10][CH2:34][C:32]([O:17][CH3:16])=[O:33])=[C:6]([O:7][CH3:8])[CH:5]=1 |f:1.2.3,4.5,6.7.8|. Procedure details: To a mixture of methyl ferulate (38 grams, 183 mmol), anhydrous K2CO3 (88 grams, 637 mmol), Sodium iodide (8 grams, 53 mmol), disodium phosphate (8 grams, 56 mmol) in anhydrous acetone (800 mL) was added methyl chloro acetate (27.2 grams, 251 mmol) and refluxed for 10 hours. Acetone was distilled and water (750 mL) was added. Crude 20 was filtered and recrystallized from methanol and further purified by column chromatography on silica gel using chloroform as eluant to give pure 20 (36 grams, 70.... Reactants: ClC1=C(C=CC=C1)C(F)(F)F (ortho-chlorobenzotrifluoride), [C]=O (carbon monoxide), C([O-])([O-])=O.[Na+].[Na+] (sodium carbonate), [C]=O (carbon monoxide). Reagents/catalysts: [Pd](Cl)Cl (palladium chloride), C1(=CC=CC=C1)P(C1=CC=CC=C1)C(C)C(C)P(C1=CC=CC=C1)C1=CC=CC=C1 (bisdiphenylphosphinobutane). The solvent is O (water). Reaction conditions: temperature 210 celsius, time 5 hour. The product is FC(C1=C(C(=O)O)C=CC=C1)(F)F (ortho-trifluoromethylbenzoic acid). The yield is 14.8%. Reaction SMILES: Cl[C:2]1[CH:7]=[CH:6][CH:5]=[CH:4][C:3]=1[C:8]([F:11])([F:10])[F:9].[C:12](=O)([O-:14])[O-:13].[Na+].[Na+].[C]=O>[Pd](Cl)Cl.C1(P(C(C(P(C2C=CC=CC=2)C2C=CC=CC=2)C)C)C2C=CC=CC=2)C=CC=CC=1.O>[F:9][C:8]([F:11])([F:10])[C:3]1[CH:4]=[CH:5][CH:6]=[CH:7][C:2]=1[C:12]([OH:14])=[O:13] |f:1.2.3,^3:17|. Procedure: In an autoclave made of metal were placed 18 g of ortho-chlorobenzotrifluoride, 3.5 mg of palladium chloride, 170 mg of bisdiphenylphosphinobutane and 23 g of sodium carbonate. The air in the autoclave was replaced with carbon monoxide introduced thereinto in several times, after which carbon monoxide was further introduced to adjust its pressure therein to 30 kg/cm2. The reaction was carried out with stirring for 5 hours on a salt bath at a bath temperature of 210° C. After completion of the re... The reactants are C(C)(C)(C)OC(=O)N1CCC(CC1)=O (4-oxo-piperidine-1-carboxylic acid tert-butyl ester), [N+](=O)([O-])C=CC1=CC=C(C=C1)Cl ((2-nitro-vinyl)-4-chlorobenzene), ClC1=C(CN)C=CC=C1 (2-chlorobenzylamine). Product: ClC1=C(CN2C=C(C=3CNCCC32)C3=CC=C(C=C3)Cl)C=CC=C1 (1-(2-Chloro-benzyl)-3-(4-chloro-phenyl)-4,5,6,7-tetrahydro-1H-pyrrolo[3,2-c]pyridine). RXN SMILES: C(OC([N:8]1[CH2:13][CH2:12][C:11](=O)[CH2:10][CH2:9]1)=O)(C)(C)C.[N+:15]([CH:18]=[CH:19][C:20]1[CH:25]=[CH:24][C:23]([Cl:26])=[CH:22][CH:21]=1)([O-])=O.[Cl:27][C:28]1[CH:35]=[CH:34][CH:33]=[CH:32][C:29]=1[CH2:30]N>>[Cl:27][C:28]1[CH:35]=[CH:34][CH:33]=[CH:32][C:29]=1[CH2:30][N:15]1[C:11]2[CH2:10][CH2:9][NH:8][CH2:13][C:12]=2[C:19]([C:20]2[CH:25]=[CH:24][C:23]([Cl:26])=[CH:22][CH:21]=2)=[CH:18]1. Procedure: The title compound (149.9 mg) was prepared from 0.50 g of 4-oxo-piperidine-1-carboxylic acid tert-butyl ester, 304 μL of 2-chlorobenzylamine, and 0.46 g of (2-nitro-vinyl)-4-chlorobenzene, replacing SiO2 with crushed 4 Å molecular sieves. MS (ESI): exact mass calculated for C20H18Cl2N2, 356.08. found, m/z 357.1 [M+H]+. 1H NMR (500 MHz, CD3OD): 7.58-7.56 (m, 1H), 7.47-7.45 (m, 1H), 7.37-7.26 (m, 5H), 7.10 (s, 1H), 6.85-6.82 (m, 1H), 5.25 (s, 2H), 4.38 (s, 2H), 3.53 (t, J=6.3 Hz, 2H), 2.88 (t, J=6...